From a dataset of the Open Reaction Database (ORD), a public repository of structured organic reaction records. describe an organic reaction: reactants, conditions, products, and yield The reactants are CCCCCCCCCCCCN, CCN(C(C)C)C(C)C, ClCCl, Cl, O=C1c2ccccc2C(=O)N1Cc1ccc(S(=O)(=O)Cl)s1. Yields the product CCCCCCCCCCCCNS(=O)(=O)c1ccc(CN2C(=O)c3ccccc3C2=O)s1. As a reaction SMILES: [CH2:31]([CH2:32][CH2:33][CH2:34][CH2:35][CH2:36][CH2:37][CH2:38][CH2:39][CH2:40][CH2:41][CH3:42])[NH2:43].[CH:22]([N:23]([CH2:24][CH3:25])[CH:26]([CH3:27])[CH3:28])([CH3:29])[CH3:30].[Cl:45][CH2:46][Cl:47].[ClH:44].[O:1]=[C:2]1[N:3]([CH2:12][c:13]2[cH:14][cH:15][c:16]([S:18](=[O:19])(=[O:20])[Cl:21])[s:17]2)[C:4](=[O:11])[c:5]2[cH:6][cH:7][cH:8][cH:9][c:10]21>>[O:1]=[C:2]1[N:3]([CH2:12][c:13]2[cH:14][cH:15][c:16]([S:18](=[O:19])(=[O:20])[NH:43][CH2:31][CH2:32][CH2:33][CH2:34][CH2:35][CH2:36][CH2:37][CH2:38][CH2:39][CH2:40][CH2:41][CH3:42])[s:17]2)[C:4](=[O:11])[c:5]2[cH:6][cH:7][cH:8][cH:9][c:10]21. Reactants: CN1N=CC=2C(CCCC12)O (1-methyl-4,5,6,7-tetrahydro-1H-indazol-4-ol), IC1=NNC2=NC=NC(=C21)N (3-iodo-1H-pyrazolo[3,4-d]pyrimidin-4-amine), C1=CC=C(C=C1)P(C2=CC=CC=C2)C3=CC=CC=C3 (Ph3P), CC(C)OC(=O)/N=N/C(=O)OC(C)C (DIAD). Run in C1CCOC1 (THF). Conditions: time 3 hour. Yields the product IC1=NN(C2=NC=NC(=C21)N)C2C=1C=NN(C1CCC2)C (3-iodo-1-(1-methyl-4,5,6,7-tetrahydro-1H-indazol-4-yl)-1H-pyrazolo[3,4-d]pyrimidin-4-amine). Isolated yield 7.7%. Reaction SMILES: [CH3:1][N:2]1[C:10]2[CH2:9][CH2:8][CH2:7][CH:6](O)[C:5]=2[CH:4]=[N:3]1.[I:12][C:13]1[C:21]2[C:16](=[N:17][CH:18]=[N:19][C:20]=2[NH2:22])[NH:15][N:14]=1.C1C=CC(P(C2C=CC=CC=2)C2C=CC=CC=2)=CC=1.CC(OC(/N=N/C(OC(C)C)=O)=O)C>C1COCC1>[I:12][C:13]1[C:21]2[C:16](=[N:17][CH:18]=[N:19][C:20]=2[NH2:22])[N:15]([CH:6]2[CH2:7][CH2:8][CH2:9][C:10]3[N:2]([CH3:1])[N:3]=[CH:4][C:5]2=3)[N:14]=1. Procedure: To a solution of 1-methyl-4,5,6,7-tetrahydro-1H-indazol-4-ol (400 mg, 2.63 mmol) and 3-iodo-1H-pyrazolo[3,4-d]pyrimidin-4-amine (684 mg, 2.63 mmol) and Ph3P (1.03 g, 3.94 mmol) in THF (40 mL) was added DIAD (798 mg, 3.94 mmol) dropwise at 0° C. After the addition was completed, the mixture was allowed to warm to room temperature and stirred for 3 hours. The mixture was extracted with EA, the combined the organic layers were washed with brine and dried over anhydrous Na2SO4. The volatiles were co...